Dataset: the Open Reaction Database (ORD), a public repository of structured organic reaction records. Task: describe an organic reaction: reactants, conditions, products, and yield The reactants are ClC1=CC(=NC2=CC=C(C=C12)OC)C1=CC=C(C#N)C=C1 (4-(4-chloro-6-methoxyquinolin-2-yl)benzonitrile), [F-].[Cs+] (CsF). The reagents and catalysts are [N+](CCCC)(CCCC)(CCCC)CCCC.[Br-] (n-Bu4NBr). Run in CS(=O)C (DMSO). Conditions: temperature 150 celsius. The product is FC1=CC(=NC2=CC=C(C=C12)OC)C1=CC=C(C#N)C=C1 (4-(4-fluoro-6-methoxyquinolin-2-yl)benzonitrile). Yield: 31.7%. As a reaction SMILES: Cl[C:2]1[C:11]2[C:6](=[CH:7][CH:8]=[C:9]([O:12][CH3:13])[CH:10]=2)[N:5]=[C:4]([C:14]2[CH:21]=[CH:20][C:17]([C:18]#[N:19])=[CH:16][CH:15]=2)[CH:3]=1.[F-:22].[Cs+]>[N+](CCCC)(CCCC)(CCCC)CCCC.[Br-].CS(C)=O>[F:22][C:2]1[C:11]2[C:6](=[CH:7][CH:8]=[C:9]([O:12][CH3:13])[CH:10]=2)[N:5]=[C:4]([C:14]2[CH:21]=[CH:20][C:17]([C:18]#[N:19])=[CH:16][CH:15]=2)[CH:3]=1 |f:1.2,3.4|. Reported procedure: A mixture of 4-(4-chloro-6-methoxyquinolin-2-yl)benzonitrile (Seem Example 11, step 1) (1 g, 3.4 mmol), CsF (5.2 g, 34 mmol), and n-Bu4NBr (109 mg, 0.34 mmol) in DMSO (10 mL) was heated to 150° C. for 2 h. An aqueous/EtOAC workup was followed by purification by column chromatography (PE/EA=10/1) to afford desired product (300 mg, 31.7%). Reactants: COCC(=O)c1cccc(OCc2ccccc2)c1, COC(=O)C=P(c1ccccc1)(c1ccccc1)c1ccccc1, c1ccccc1. The product is COCC(=CC(=O)OC)c1cccc(OCc2ccccc2)c1. RXN SMILES: [CH2:1]([c:2]1[cH:3][cH:4][cH:5][cH:6][cH:7]1)[O:8][c:9]1[cH:10][c:11]([C:15]([CH2:16][O:17][CH3:18])=[O:19])[cH:12][cH:13][cH:14]1.[c:20]1([P:21]([c:22]2[cH:23][cH:24][cH:25][cH:26][cH:27]2)([c:28]2[cH:29][cH:30][cH:31][cH:32][cH:33]2)=[CH:39][C:40](=[O:41])[O:42][CH3:43])[cH:34][cH:35][cH:36][cH:37][cH:38]1.[cH:44]1[cH:45][cH:46][cH:47][cH:48][cH:49]1>>[CH2:1]([c:2]1[cH:3][cH:4][cH:5][cH:6][cH:7]1)[O:8][c:9]1[cH:10][c:11]([C:15]([CH2:16][O:17][CH3:18])=[CH:39][C:40](=[O:41])[O:42][CH3:43])[cH:12][cH:13][cH:14]1. The reactants are CCOC(C)=O, Cn1c(CCl)nc2ccccc2c1=O, [K+], [K+], O=C([O-])[O-], CN(C)C=O, O=Cc1ccc(O)cc1. Product: Cn1c(COc2ccc(C=O)cc2)nc2ccccc2c1=O. As a reaction SMILES: [CH3:35][CH2:36][O:37][C:38]([CH3:39])=[O:40].[Cl:16][CH2:17][c:18]1[n:19][c:20]2[cH:21][cH:22][cH:23][cH:24][c:25]2[c:26](=[O:29])[n:27]1[CH3:28].[K+:10].[K+:11].[O-:12][C:13]([O-:14])=[O:15].[O:30]=[CH:31][N:32]([CH3:33])[CH3:34].[OH:1][c:2]1[cH:3][cH:4][c:5]([CH:6]=[O:7])[cH:8][cH:9]1>>[O:1]([c:2]1[cH:3][cH:4][c:5]([CH:6]=[O:7])[cH:8][cH:9]1)[CH2:17][c:18]1[n:19][c:20]2[cH:21][cH:22][cH:23][cH:24][c:25]2[c:26](=[O:29])[n:27]1[CH3:28].